Task: describe an organic reaction: reactants, conditions, products, and yield. Dataset: the Open Reaction Database (ORD), a public repository of structured organic reaction records Starting materials: CS(=O)(=O)NC1CCCCC1Nc1nc(Cl)ncc1Cl, COc1c(N)ccc2c1CCC(NCCO)CC2. The product is COc1c(Nc2ncc(Cl)c(NC3CCCCC3NS(C)(=O)=O)n2)ccc2c1CCC(NCCO)CC2. RXN SMILES: [Cl:19][c:20]1[n:21][cH:22][c:23]([Cl:38])[c:24]([NH:26][CH:27]2[CH:28]([NH:33][S:34](=[O:35])(=[O:36])[CH3:37])[CH2:29][CH2:30][CH2:31][CH2:32]2)[n:25]1.[NH2:1][c:2]1[cH:3][cH:4][c:5]2[c:6]([c:16]1[O:17][CH3:18])[CH2:7][CH2:8][CH:9]([NH:12][CH2:13][CH2:14][OH:15])[CH2:10][CH2:11]2>>[NH:1]([c:2]1[cH:3][cH:4][c:5]2[c:6]([c:16]1[O:17][CH3:18])[CH2:7][CH2:8][CH:9]([NH:12][CH2:13][CH2:14][OH:15])[CH2:10][CH2:11]2)[c:20]1[n:21][cH:22][c:23]([Cl:38])[c:24]([NH:26][CH:27]2[CH:28]([NH:33][S:34](=[O:35])(=[O:36])[CH3:37])[CH2:29][CH2:30][CH2:31][CH2:32]2)[n:25]1.